This data is from the Open Reaction Database (ORD), a public repository of structured organic reaction records. The task is: describe an organic reaction: reactants, conditions, products, and yield The reactants are CCN=C=NCCCN(C)C, CCCS(=O)(=O)Nc1ccc(F)c(C(=O)O)c1F, CN(C)C=O, On1nnc2ccccc21, Nc1cnc2[nH]ccc2c1. Yields the product CCCS(=O)(=O)Nc1ccc(F)c(C(=O)Nc2cnc3[nH]ccc3c2)c1F. RXN SMILES: [CH3:29][CH2:30][N:31]=[C:32]=[N:33][CH2:34][CH2:35][CH2:36][N:37]([CH3:38])[CH3:39].[F:11][c:12]1[c:13]([C:14](=[O:15])[OH:16])[c:17]([F:28])[cH:18][cH:19][c:20]1[NH:21][S:22](=[O:23])(=[O:24])[CH2:25][CH2:26][CH3:27].[O:50]=[CH:51][N:52]([CH3:53])[CH3:54].[OH:40][n:41]1[c:42]2[c:43]([cH:44][cH:45][cH:46][cH:47]2)[n:48][n:49]1.[nH:1]1[cH:2][cH:3][c:4]2[c:5]1[n:6][cH:7][c:8]([NH2:10])[cH:9]2>>[nH:1]1[cH:2][cH:3][c:4]2[c:5]1[n:6][cH:7][c:8]([NH:10][C:14]([c:13]1[c:12]([F:11])[c:20]([NH:21][S:22](=[O:23])(=[O:24])[CH2:25][CH2:26][CH3:27])[cH:19][cH:18][c:17]1[F:28])=[O:15])[cH:9]2. Starting materials: CC(C)(C)[PH+](C(C)(C)C)C(C)(C)C, CC(C)(C)[O-], Clc1ccccc1, c1ccc(Nc2ccccc2)cc1, [Na+], CC(=O)[O-], CC(=O)[O-], [Pd+2], Cc1ccc([B-](c2ccc(C)cc2)(c2ccc(C)cc2)c2ccc(C)cc2)cc1, Cc1ccccc1C. Product: c1ccc(N(c2ccccc2)c2ccccc2)cc1. Reaction SMILES: [C:56]([PH+:57]([C:58]([CH3:59])([CH3:60])[CH3:61])[C:62]([CH3:63])([CH3:64])[CH3:65])([CH3:66])([CH3:67])[CH3:68].[CH3:21][C:22]([CH3:23])([O-:24])[CH3:25].[Cl:1][c:2]1[cH:3][cH:4][cH:5][cH:6][cH:7]1.[NH:8]([c:9]1[cH:10][cH:11][cH:12][cH:13][cH:14]1)[c:15]1[cH:16][cH:17][cH:18][cH:19][cH:20]1.[Na+:26].[O-:70][C:71]([CH3:72])=[O:73].[O-:74][C:75]([CH3:76])=[O:77].[Pd+2:69].[c:27]1([CH3:28])[cH:29][cH:30][c:31]([B-:32]([c:33]2[cH:34][cH:35][c:36]([CH3:37])[cH:38][cH:39]2)([c:40]2[cH:41][cH:42][c:43]([CH3:44])[cH:45][cH:46]2)[c:47]2[cH:48][cH:49][c:50]([CH3:51])[cH:52][cH:53]2)[cH:54][cH:55]1.[c:78]1([CH3:79])[c:80]([CH3:81])[cH:82][cH:83][cH:84][cH:85]1>>[c:2]1([N:8]([c:9]2[cH:10][cH:11][cH:12][cH:13][cH:14]2)[c:15]2[cH:16][cH:17][cH:18][cH:19][cH:20]2)[cH:3][cH:4][cH:5][cH:6][cH:7]1. Reactants: S(=O)(=O)(O)O.CSC(N)=N (S-methylisothiourea sulfate), C([O-])([O-])=O.[Na+].[Na+] (sodium carbonate), O (Water), ClCS(=O)(=O)Cl (Chloromethanesulfonyl chloride). The solvent is C(Cl)Cl (methylene chloride). Product: CSC(NS(=O)(=O)CCl)=N (S-methyl-N-(chloromethanesulfonyl)isothiourea). Yield: 90.6%. Reaction SMILES: O.S(O)(O)(=O)=O.[CH3:7][S:8][C:9](=[NH:11])[NH2:10].C(=O)([O-])[O-].[Na+].[Na+].[Cl:18][CH2:19][S:20](Cl)(=[O:22])=[O:21]>C(Cl)Cl>[CH3:7][S:8][C:9](=[NH:10])[NH:11][S:20]([CH2:19][Cl:18])(=[O:22])=[O:21] |f:1.2,3.4.5|. Procedure: Water (250 ml) is added with stirring to a slurry of S-methylisothiourea sulfate (77.3 g, 0.556 mol) and sodium carbonate (273 g, 2.58 mol) in methylene chloride (1100 ml). Chloromethanesulfonyl chloride (85% pure, 94.8 g, 0.542 mol) is then added slowly with stirring at such a rate as to maintain gentle reflux of the solvent. The mixture is then stirred at room temperature for 16 hr, and the organic solution is decanted from the inorganic residue. The residue is washed with additional methylene... The reagents and catalysts are CN(C)C=1C=CN=CC1 (DMAP). Starting materials: C(CCCCC)NCC1=CC=CC=C1 (N-hexylbenzylamine), Cl (HCl), COC(=O)C1=C(COC2=CC=C(C=C2)CC(=O)O)C=CC=C1 ((4-{[2-(Methoxycarbonyl)benzyl]oxy}phenyl)acetic acid), C(CCl)Cl (EDC). Procedure details: (4-{[2-(Methoxycarbonyl)benzyl]oxy}phenyl)acetic acid (50 mg, 0.166 mmol) was dissolved in DCM (2 ml), N-hexylbenzylamine (38.2 mg, 0.2 mmol) was added, then EDC (38.3 mg, 0.2 mmol) was added and then DMAP (24.4 mg, 0.2 mmol) was added. The mixture was stirred at room temperature overnight. 1% HCl (1 ml) and water (1 ml) were added into the mixture. The two phases were separated by using a Whatman Filter Tube. The obtained organic solution was evaporated in vacuum and the oil product (71 mg) was... As a reaction SMILES: [CH3:1][O:2][C:3]([C:5]1[CH:22]=[CH:21][CH:20]=[CH:19][C:6]=1[CH2:7][O:8][C:9]1[CH:14]=[CH:13][C:12]([CH2:15][C:16]([OH:18])=O)=[CH:11][CH:10]=1)=[O:4].[CH2:23]([NH:29][CH2:30][C:31]1[CH:36]=[CH:35][CH:34]=[CH:33][CH:32]=1)[CH2:24][CH2:25][CH2:26][CH2:27][CH3:28].C(Cl)CCl.Cl>C(Cl)Cl.CN(C1C=CN=CC=1)C.O>[CH2:30]([N:29]([CH2:23][CH2:24][CH2:25][CH2:26][CH2:27][CH3:28])[C:16](=[O:18])[CH2:15][C:12]1[CH:11]=[CH:10][C:9]([O:8][CH2:7][C:6]2[CH:19]=[CH:20][CH:21]=[CH:22][C:5]=2[C:3]([O:2][CH3:1])=[O:4])=[CH:14][CH:13]=1)[C:31]1[CH:36]=[CH:35][CH:34]=[CH:33][CH:32]=1. Product: C(C1=CC=CC=C1)N(C(CC1=CC=C(OCC2=C(C(=O)OC)C=CC=C2)C=C1)=O)CCCCCC (Methyl 2-[(4-{2-[benzyl(hexyl)amino]-2-oxoethyl}phenoxy)methyl]benzoate). The solvent is O (water), C(Cl)Cl (DCM). Conditions: time 8 hour. Reaction SMILES: [CH3:1][C:2]1[NH:3][C:4](=[O:11])[C:5]2[CH:10]=[CH:9][S:8][C:6]=2[N:7]=1.C1C(=O)N([Cl:19])C(=O)C1>CC(O)=O>[Cl:19][C:9]1[S:8][C:6]2[N:7]=[C:2]([CH3:1])[NH:3][C:4](=[O:11])[C:5]=2[CH:10]=1. Procedure: To a mixture of 2-methylthieno[2,3-d]pyrimidin-4(3H)-one (5.0 g) and AcOH (50 mL) was added NCS (4.8 g), followed by heating and stirring at 40° C. for 2 days. The reaction mixture was concentrated under reduced pressure. To the residue was added water, followed by stirring, and the precipitate was collected by filtration and then dried to obtain 6-chloro-2-methylthieno[2,3-d]pyrimidin-4(3H)-one (5.5 g). Yields the product ClC1=CC2=C(N=C(NC2=O)C)S1 (6-chloro-2-methylthieno[2,3-d]pyrimidin-4(3H)-one). The reactants are CC=1NC(C2=C(N1)SC=C2)=O (2-methylthieno[2,3-d]pyrimidin-4(3H)-one), C1CC(=O)N(C1=O)Cl (NCS). Run in CC(=O)O (AcOH). Conditions: temperature 40 celsius, time 2 day. Isolated yield 91.1%. The reactants are [N+](=O)([O-])C1=CC=C(C=C1)C(=O)OC1=C(C=CC(=C1)C)NC(C1=CC=C(C=C1)[N+](=O)[O-])=O (N-[2-(4-nitrophenylcarbonyloxy)-4-methylphenyl]-4-nitrobenzamide), [OH-].[Na+] (sodium hydroxide), C(C)(=O)OCC (ethyl acetate). Solvent: O (water). Reaction conditions: time 3 hour. Yields the product OC1=C(C=CC(=C1)C)NC(C1=CC=C(C=C1)[N+](=O)[O-])=O (N-(2-hydroxy-4-methylphenyl)-4-nitrobenzamide). Isolated yield 48.3%. RXN SMILES: [N+](C1C=CC(C([O:12][C:13]2[CH:18]=[C:17]([CH3:19])[CH:16]=[CH:15][C:14]=2[NH:20][C:21](=[O:31])[C:22]2[CH:27]=[CH:26][C:25]([N+:28]([O-:30])=[O:29])=[CH:24][CH:23]=2)=O)=CC=1)([O-])=O.[OH-].[Na+].C(OCC)(=O)C>O>[OH:12][C:13]1[CH:18]=[C:17]([CH3:19])[CH:16]=[CH:15][C:14]=1[NH:20][C:21](=[O:31])[C:22]1[CH:27]=[CH:26][C:25]([N+:28]([O-:30])=[O:29])=[CH:24][CH:23]=1 |f:1.2|. Procedure details: To a suspension of N-[2-(4-nitrophenylcarbonyloxy)-4-methylphenyl]-4-nitrobenzamide (12.5 g) was added 1N sodium hydroxide (20 ml) at ambient temperature. After 3 hours, ethyl acetate (100 ml) and water (200 ml) was added to this solution and resulting solid was filtered and washed with water and diethyl ether to give N-(2-hydroxy-4-methylphenyl)-4-nitrobenzamide (3.9 g) as yellow crystal. Reactants: Cl (hydrochloric acid), C(C1=CC=CC=C1)OC=1C=C(CN2C=C(C(=C2)C2=CC=CC=C2)CCC(=O)OCC)C=C(C1)OCC=1N=C(SC1)C1=NC=CN=C1 (ethyl 3-[1-[3-benzyloxy-5-[2-(2-pyrazinyl)-4-thiazolylmethoxy]benzyl]-4-pheny-3-pyrrolyl]propionate), [OH-].[Na+] (sodium hydroxide), O1CCCC1 (tetrahydrofuran). Solvent: C(C)O (ethanol). Conditions: time 8 hour. The product is C(C1=CC=CC=C1)OC=1C=C(CN2C=C(C(=C2)C2=CC=CC=C2)CCC(=O)O)C=C(C1)OCC=1N=C(SC1)C1=NC=CN=C1 (3-[1-[3-benzyloxy-5-[2-(2-pyrazinyl)-4-thiazolylmethoxy]benzyl]-4-phenyl-3-pyrrolyl]propionic acid). Isolated yield 82.6%. RXN SMILES: [CH2:1]([O:8][C:9]1[CH:10]=[C:11]([CH:31]=[C:32]([O:34][CH2:35][C:36]2[N:37]=[C:38]([C:41]3[CH:46]=[N:45][CH:44]=[CH:43][N:42]=3)[S:39][CH:40]=2)[CH:33]=1)[CH2:12][N:13]1[CH:17]=[C:16]([C:18]2[CH:23]=[CH:22][CH:21]=[CH:20][CH:19]=2)[C:15]([CH2:24][CH2:25][C:26]([O:28]CC)=[O:27])=[CH:14]1)[C:2]1[CH:7]=[CH:6][CH:5]=[CH:4][CH:3]=1.[OH-].[Na+].O1CCCC1.Cl>C(O)C>[CH2:1]([O:8][C:9]1[CH:10]=[C:11]([CH:31]=[C:32]([O:34][CH2:35][C:36]2[N:37]=[C:38]([C:41]3[CH:46]=[N:45][CH:44]=[CH:43][N:42]=3)[S:39][CH:40]=2)[CH:33]=1)[CH2:12][N:13]1[CH:17]=[C:16]([C:18]2[CH:23]=[CH:22][CH:21]=[CH:20][CH:19]=2)[C:15]([CH2:24][CH2:25][C:26]([OH:28])=[O:27])=[CH:14]1)[C:2]1[CH:7]=[CH:6][CH:5]=[CH:4][CH:3]=1 |f:1.2|. Reported procedure: A mixture of ethyl 3-[1-[3-benzyloxy-5-[2-(2-pyrazinyl)-4-thiazolylmethoxy]benzyl]-4-pheny-3-pyrrolyl]propionate (347 mg), 1N aqueous sodium hydroxide solution (5 ml), tetrahydrofuran (5 ml), and ethanol (5 ml) was stirred overnight under reflux conditions, and then 1N hydrochloric acid (5 ml) was added to the mixture, which was extracted with ethyl acetate. The ethyl acetate layer was washed with saturated aqueous sodium chloride solution, dried (MgSO4), then concentrated. The colorless crystal...